The task is: describe an organic reaction: reactants, conditions, products, and yield. This data is from the Open Reaction Database (ORD), a public repository of structured organic reaction records. Starting materials: C(C)(C)C1=C(C(=CC=C1)C(C)C)N=C=O (2,6-diisopropylphenyl isocyanate), P(OC1=CC=CC=C1)(OC1=CC=CC=C1)(=O)N (diphenyl phosphoramidate), [H-].[Na+] (Sodium hydride). Solvent: O1CCCC1 (tetrahydrofuran). Conditions: time 6 hour. The product is CC(C)C1=C(C(=CC=C1)C(C)C)NC(=O)NP(OC1=CC=CC=C1)(OC1=CC=CC=C1)=O (N-[[[2,6-Bis(1-methylethyl)phenyl]amino]carbonyl]phosphoramidic Acid, Diphenyl Ester). The yield is 66.3%. RXN SMILES: [P:1]([NH2:17])(=[O:16])([O:9][C:10]1[CH:15]=[CH:14][CH:13]=[CH:12][CH:11]=1)[O:2][C:3]1[CH:8]=[CH:7][CH:6]=[CH:5][CH:4]=1.[CH:18]([C:21]1[CH:26]=[CH:25][CH:24]=[C:23]([CH:27]([CH3:29])[CH3:28])[C:22]=1[N:30]=[C:31]=[O:32])([CH3:20])[CH3:19].[H-].[Na+]>O1CCCC1>[CH3:20][CH:18]([C:21]1[CH:26]=[CH:25][CH:24]=[C:23]([CH:27]([CH3:28])[CH3:29])[C:22]=1[NH:30][C:31]([NH:17][P:1](=[O:16])([O:9][C:10]1[CH:11]=[CH:12][CH:13]=[CH:14][CH:15]=1)[O:2][C:3]1[CH:4]=[CH:5][CH:6]=[CH:7][CH:8]=1)=[O:32])[CH3:19] |f:2.3|. Procedure: To a suspension of diphenyl phosphoramidate (2.0 g, 8.0 mmol) in tetrahydrofuran (20 mL) at 0° C. is added 2,6-diisopropylphenyl isocyanate (1.7 mL, 8.0 mmol). Sodium hydride (0.32 g, 8.0 mmol) is then added portionwise over 15 minutes. The mixture is allowed to warm to room temperature and stirred for 6 hours. The mixture is partitioned between ethyl acetate and water and the aqueous phase is extracted three times with ethyl acetate. The combined organic extracts are washed with brine, dried ov... Reactants: Nc1ccc(F)c(Br)c1F, O=C([O-])O, CCCS(=O)(=O)Cl, CN(C)c1ccncc1, ClCCl, [Na+], c1ccncc1. The product is CCCS(=O)(=O)Nc1ccc(F)c(Br)c1F. RXN SMILES: [Br:1][c:2]1[c:3]([F:10])[c:4]([NH2:5])[cH:6][cH:7][c:8]1[F:9].[C:24](=[O:25])([OH:26])[O-:27].[CH2:11]([CH2:12][CH3:13])[S:14](=[O:15])(=[O:16])[Cl:17].[CH3:29][N:30]([c:31]1[cH:32][cH:33][n:34][cH:35][cH:36]1)[CH3:37].[Cl:38][CH2:39][Cl:40].[Na+:28].[cH:18]1[cH:19][cH:20][n:21][cH:22][cH:23]1>>[Br:1][c:2]1[c:3]([F:10])[c:4]([NH:5][S:14]([CH2:11][CH2:12][CH3:13])(=[O:15])=[O:16])[cH:6][cH:7][c:8]1[F:9].